From a dataset of the Open Reaction Database (ORD), a public repository of structured organic reaction records. describe an organic reaction: reactants, conditions, products, and yield Yields the product C1(CCCCC1)NC(=O)N1CCN(CCC1)C1=NC2=CC(=C(C=C2C(=N1)N)OC)OC (2-(4-cyclohexylcarbamoyl-homopiperazin-1-yl)-4-amino-6,7-dimethoxyquinazoline). Reaction conditions: time 8 hour. Procedure details: A solution prepared by dissolving 479 mg. (2 mmole) of 2-chloro-4-amino-6,7-dimethoxyquinazoline and 451 mg. (2 mmole) of N-cyclohexylcarbamoyl-homopiperazine (oily substance, showing IR absorption spectrum at 3340, 2920, 1630 cm-1) in 10 ml of isoamyl alcohol was refluxed for 4 hours, followed by standing overnight. The precipitates were collected by filtration to obtain 310 mg. of the desired hydrochloride. The reactants are ClC1=NC2=CC(=C(C=C2C(=N1)N)OC)OC (2-chloro-4-amino-6,7-dimethoxyquinazoline), C1(CCCCC1)NC(=O)N1CCNCCC1 (N-cyclohexylcarbamoyl-homopiperazine), Cl (hydrochloride). Run in C(CC(C)C)O (isoamyl alcohol). Reaction SMILES: Cl[C:2]1[N:11]=[C:10]([NH2:12])[C:9]2[C:4](=[CH:5][C:6]([O:15][CH3:16])=[C:7]([O:13][CH3:14])[CH:8]=2)[N:3]=1.[CH:17]1([NH:23][C:24]([N:26]2[CH2:32][CH2:31][CH2:30][NH:29][CH2:28][CH2:27]2)=[O:25])[CH2:22][CH2:21][CH2:20][CH2:19][CH2:18]1.Cl>C(O)CC(C)C>[CH:17]1([NH:23][C:24]([N:26]2[CH2:32][CH2:31][CH2:30][N:29]([C:2]3[N:11]=[C:10]([NH2:12])[C:9]4[C:4](=[CH:5][C:6]([O:15][CH3:16])=[C:7]([O:13][CH3:14])[CH:8]=4)[N:3]=3)[CH2:28][CH2:27]2)=[O:25])[CH2:22][CH2:21][CH2:20][CH2:19][CH2:18]1. Reactants: ClC1=NC(=C(C(=O)NCCC(C)N2CCC(CC2)N[C@@H](CN2C(C3=CC=CC=C3C2=O)=O)C2=CC=CC=C2)C(=C1)C)C (6-chloro-N-(3-{4-[(R)-2-(1,3-dioxo-1,3-dihydro-isoindol-2-yl)-1-phenyl-ethylamino]-piperidin-1-yl}-butyl)-2,4-dimethyl-nicotinamide), O.NN (hydrazine hydrate). The solvent is CCO (EtOH). Yields the product NC[C@@H](C1=CC=CC=C1)NC1CCN(CC1)C(CCNC(C1=C(N=C(C=C1C)Cl)C)=O)C (N-{3-[4-((R)-2-Amino-1-phenyl-ethylamino)-piperidin-1-yl]-butyl}-6-chloro-2,4-dimethyl-nicotinamide). Isolated yield 67.5%. RXN SMILES: [Cl:1][C:2]1[CH:40]=[C:39]([CH3:41])[C:5]([C:6]([NH:8][CH2:9][CH2:10][CH:11]([N:13]2[CH2:18][CH2:17][CH:16]([NH:19][C@H:20]([C:33]3[CH:38]=[CH:37][CH:36]=[CH:35][CH:34]=3)[CH2:21][N:22]3C(=O)C4C(=CC=CC=4)C3=O)[CH2:15][CH2:14]2)[CH3:12])=[O:7])=[C:4]([CH3:42])[N:3]=1.O.NN>CCO>[NH2:22][CH2:21][C@H:20]([NH:19][CH:16]1[CH2:17][CH2:18][N:13]([CH:11]([CH3:12])[CH2:10][CH2:9][NH:8][C:6](=[O:7])[C:5]2[C:39]([CH3:41])=[CH:40][C:2]([Cl:1])=[N:3][C:4]=2[CH3:42])[CH2:14][CH2:15]1)[C:33]1[CH:34]=[CH:35][CH:36]=[CH:37][CH:38]=1 |f:1.2|. Procedure details: Following general procedure D: a solution of 6-chloro-N-(3-{4-[(R)-2-(1,3-dioxo-1,3-dihydro-isoindol-2-yl)-1-phenyl-ethylamino]-piperidin-1-yl}-butyl)-2,4-dimethyl-nicotinamide (194 mg, 0.33 mmol), hydrazine hydrate (0.05 ml ml, 0.1 mmol) in EtOH (2 ml) was stirred at rt overnight. Purification of the crude product by chromatography on silica gel (CH2Cl2/MeOH/NH4OH, 100:10:2) afforded N-{3-[4-((R)-2-Amino-1-phenyl-ethylamino)-piperidin-1-yl]-butyl}-6-chloro-2,4-dimethyl-nicotinamide (102 mg, 67%...